Task: describe an organic reaction: reactants, conditions, products, and yield. Dataset: the Open Reaction Database (ORD), a public repository of structured organic reaction records Starting materials: Cc1cc(C=CC(=O)OC(C)(C)C)cc(C)c1C=O, ClCCl. The product is Cc1cc(CCC(=O)OC(C)(C)C)cc(C)c1C=O. As a reaction SMILES: [C:1]([CH3:2])([CH3:3])([CH3:4])[O:5][C:6]([CH:7]=[CH:8][c:9]1[cH:10][c:11]([CH3:18])[c:12]([CH:16]=[O:17])[c:13]([CH3:15])[cH:14]1)=[O:19].[Cl:20][CH2:21][Cl:22]>>[C:1]([CH3:2])([CH3:3])([CH3:4])[O:5][C:6]([CH2:7][CH2:8][c:9]1[cH:10][c:11]([CH3:18])[c:12]([CH:16]=[O:17])[c:13]([CH3:15])[cH:14]1)=[O:19].